Dataset: the Open Reaction Database (ORD), a public repository of structured organic reaction records. Task: describe an organic reaction: reactants, conditions, products, and yield Reactants: CCOC(=O)c1cnc2ncnn2c1Cl, Cl, [Na+], O, [SH-]. Yields the product CCOC(=O)c1cnc2ncnn2c1S. As a reaction SMILES: [Cl:1][c:2]1[c:3]([C:11](=[O:12])[O:13][CH2:14][CH3:15])[cH:4][n:5][c:6]2[n:7]1[n:8][cH:9][n:10]2.[ClH:18].[Na+:17].[OH2:19].[SH-:16]>>[c:2]1([SH:16])[c:3]([C:11](=[O:12])[O:13][CH2:14][CH3:15])[cH:4][n:5][c:6]2[n:7]1[n:8][cH:9][n:10]2. The reactants are CC(CC=1N=C(N(C1)S(=O)(=O)N(C)C)C(CC1=C(C=C(C=C1)[Sn](C)(C)C)F)(C)O)(C)C (4-(2,2-dimethylpropyl)-2-{2-[2-fluoro-4-(trimethylstannyl)phenyl]-1-hydroxy-1-methylethyl}-N,N-dimethyl-1H-imidazole-1-sulfonamide), BrC1=NC=C(C=C1)F (2-bromo-5-fluoropyridine). The reagents and catalysts are C1(=CC=CC=C1)P(C1=CC=CC=C1)C1=CC=CC=C1.C1(=CC=CC=C1)P(C1=CC=CC=C1)C1=CC=CC=C1.C1(=CC=CC=C1)P(C1=CC=CC=C1)C1=CC=CC=C1.C1(=CC=CC=C1)P(C1=CC=CC=C1)C1=CC=CC=C1.[Pd] (Palladium tetrakis(triphenylphosphine)). Run in O1CCOCC1 (1,4-dioxane), O (water). Product: CC(CC=1N=C(N(C1)S(=O)(=O)N(C)C)C(CC1=C(C=C(C=C1)C1=NC=C(C=C1)F)F)=O)(C)C (4-(2,2-dimethylpropyl)-2-{[2-fluoro-4-(5-fluoropyridin-2-yl)phenyl]acetyl}-N,N-dimethyl-1H-imidazole-1-sulfonamide). RXN SMILES: [CH3:1][C:2]([CH3:31])([CH3:30])[CH2:3][C:4]1[N:5]=[C:6]([C:15]([OH:29])(C)[CH2:16][C:17]2[CH:22]=[CH:21][C:20]([Sn](C)(C)C)=[CH:19][C:18]=2[F:27])[N:7]([S:9]([N:12]([CH3:14])[CH3:13])(=[O:11])=[O:10])[CH:8]=1.Br[C:33]1[CH:38]=[CH:37][C:36]([F:39])=[CH:35][N:34]=1>O1CCOCC1.O.C1(P(C2C=CC=CC=2)C2C=CC=CC=2)C=CC=CC=1.C1(P(C2C=CC=CC=2)C2C=CC=CC=2)C=CC=CC=1.C1(P(C2C=CC=CC=2)C2C=CC=CC=2)C=CC=CC=1.C1(P(C2C=CC=CC=2)C2C=CC=CC=2)C=CC=CC=1.[Pd]>[CH3:31][C:2]([CH3:30])([CH3:1])[CH2:3][C:4]1[N:5]=[C:6]([C:15](=[O:29])[CH2:16][C:17]2[CH:22]=[CH:21][C:20]([C:33]3[CH:38]=[CH:37][C:36]([F:39])=[CH:35][N:34]=3)=[CH:19][C:18]=2[F:27])[N:7]([S:9]([N:12]([CH3:14])[CH3:13])(=[O:11])=[O:10])[CH:8]=1 |f:4.5.6.7.8|. Procedure: Palladium tetrakis(triphenylphosphine) (42 mg, 0.04 mmol) was added to a degassed, ambient temperature solution of 4-(2,2-dimethylpropyl)-2-{2-[2-fluoro-4-(trimethylstannyl)phenyl]-1-hydroxy-1-methylethyl}-N,N-dimethyl-1H-imidazole-1-sulfonamide (200 mg, 0.37 mmol) and 2-bromo-5-fluoropyridine (129 mg, 0.74 mmol) in 1,4-dioxane (5 mL). After stirring at reflux overnight, the reaction mixture was diluted with water and extracted with methylene chloride and ethyl acetate. The combined organic extr... Reactants: CCOc1ccc(N)cc1-c1nn2c(C3CCCC3)nc(C)c2c(=O)[nH]1, c1ccncc1, O=S(=O)(Cl)c1cccc2nonc12. The product is CCOc1ccc(NS(=O)(=O)c2cccc3nonc23)cc1-c1nn2c(C3CCCC3)nc(C)c2c(=O)[nH]1. As a reaction SMILES: [NH2:1][c:2]1[cH:3][cH:4][c:5]([O:24][CH2:25][CH3:26])[c:6](-[c:8]2[n:9][n:10]3[c:11]([c:12](=[O:14])[nH:13]2)[c:15]([CH3:23])[n:16][c:17]3[CH:18]2[CH2:19][CH2:20][CH2:21][CH2:22]2)[cH:7]1.[cH:40]1[cH:41][cH:42][n:43][cH:44][cH:45]1.[n:27]1[c:28]2[c:29]([n:30][o:31]1)[c:32]([S:36](=[O:37])(=[O:38])[Cl:39])[cH:33][cH:34][cH:35]2>>[NH:1]([c:2]1[cH:3][cH:4][c:5]([O:24][CH2:25][CH3:26])[c:6](-[c:8]2[n:9][n:10]3[c:11]([c:12](=[O:14])[nH:13]2)[c:15]([CH3:23])[n:16][c:17]3[CH:18]2[CH2:19][CH2:20][CH2:21][CH2:22]2)[cH:7]1)[S:36]([c:32]1[c:29]2[c:28]([n:27][o:31][n:30]2)[cH:35][cH:34][cH:33]1)(=[O:37])=[O:38].